Dataset: the Open Reaction Database (ORD), a public repository of structured organic reaction records. Task: describe an organic reaction: reactants, conditions, products, and yield Starting materials: Brc1ccco1, O=C1NCC2(CN3CCC2CC3)O1. Product: O=C1OC2(CN3CCC2CC3)CN1c1ccco1. As a reaction SMILES: [Br:14][c:15]1[o:16][cH:17][cH:18][cH:19]1.[O:1]1[C:2](=[O:13])[NH:3][CH2:4][C:5]12[CH2:6][N:7]1[CH2:8][CH2:9][CH:10]2[CH2:11][CH2:12]1>>[O:1]1[C:2](=[O:13])[N:3]([c:15]2[o:16][cH:17][cH:18][cH:19]2)[CH2:4][C:5]12[CH2:6][N:7]1[CH2:8][CH2:9][CH:10]2[CH2:11][CH2:12]1. Starting materials: Cc1ccccc1, OCCCNc1ccc(Cl)cc1, O=S(Cl)Cl. The product is ClCCCNc1ccc(Cl)cc1. RXN SMILES: [CH3:17][c:18]1[cH:19][cH:20][cH:21][cH:22][cH:23]1.[Cl:5][c:6]1[cH:7][cH:8][c:9]([NH:12][CH2:13][CH2:14][CH2:15][OH:16])[cH:10][cH:11]1.[S:1]([Cl:2])([Cl:3])=[O:4]>>[Cl:3][CH2:15][CH2:14][CH2:13][NH:12][c:9]1[cH:8][cH:7][c:6]([Cl:5])[cH:11][cH:10]1. The reactants are CC1=C(C=CC=C1)N1C=CC=2C(=NC=3C(=CC=CC3C21)C)Cl (1-(2-Methylphenyl)-4-chloro-6-methylpyrrolo[3,2-c]quinoline), NCCCO (3-aminopropanol). Product: CC1=C(C=CC=C1)N1C=CC=2C(=NC=3C(=CC=CC3C21)C)NCCCO (1-(2-methylphenyl)-4-(3-hydroxypropylamino)-6-methylpyrrolo[3,2-c]quinoline). The yield is 50.6%. RXN SMILES: [CH3:1][C:2]1[CH:7]=[CH:6][CH:5]=[CH:4][C:3]=1[N:8]1[C:20]2[C:19]3[CH:18]=[CH:17][CH:16]=[C:15]([CH3:21])[C:14]=3[N:13]=[C:12](Cl)[C:11]=2[CH:10]=[CH:9]1.[NH2:23][CH2:24][CH2:25][CH2:26][OH:27]>>[CH3:1][C:2]1[CH:7]=[CH:6][CH:5]=[CH:4][C:3]=1[N:8]1[C:20]2[C:19]3[CH:18]=[CH:17][CH:16]=[C:15]([CH3:21])[C:14]=3[N:13]=[C:12]([NH:23][CH2:24][CH2:25][CH2:26][OH:27])[C:11]=2[CH:10]=[CH:9]1. Reported procedure: 1-(2-Methylphenyl)-4-chloro-6-methylpyrrolo[3,2-c]quinoline (1.0 g) and 3-aminopropanol (3.0 g) were heated to 150° C. for 3 hours. Chromatography (silica gel, 2% methanolic ammonia in dichloromethane) and recrystallisation from ethyl acetate/petroleum ether yielded 1-(2-methylphenyl)-4-(3-hydroxypropylamino)-6-methylpyrrolo[3,2-c]quinoline (0.57 g), m.p. 135°-137°.